This data is from the Open Reaction Database (ORD), a public repository of structured organic reaction records. The task is: describe an organic reaction: reactants, conditions, products, and yield Starting materials: ClC1=NC2=CC=CC=C2C(=N1)NC1=C(C=CC=C1)C (2-Chloro-4-(2-methylphenylamino)quinazoline), C(C1=CC=CC=C1)N (benzylamine). The solvent is C(CCC)O (n-butanol). The product is C(C1=CC=CC=C1)NC1=NC2=CC=CC=C2C(=N1)NC1=C(C=CC=C1)C (2-benzylamino-4-(2-methylphenylamino)quinazoline). Yield: 55.2%. RXN SMILES: Cl[C:2]1[N:11]=[C:10]([NH:12][C:13]2[CH:18]=[CH:17][CH:16]=[CH:15][C:14]=2[CH3:19])[C:9]2[C:4](=[CH:5][CH:6]=[CH:7][CH:8]=2)[N:3]=1.[CH2:20]([NH2:27])[C:21]1[CH:26]=[CH:25][CH:24]=[CH:23][CH:22]=1>C(O)CCC>[CH2:20]([NH:27][C:2]1[N:11]=[C:10]([NH:12][C:13]2[CH:18]=[CH:17][CH:16]=[CH:15][C:14]=2[CH3:19])[C:9]2[C:4](=[CH:5][CH:6]=[CH:7][CH:8]=2)[N:3]=1)[C:21]1[CH:26]=[CH:25][CH:24]=[CH:23][CH:22]=1. Procedure: 2-Chloro-4-(2-methylphenylamino)quinazoline (2.7 g, 0.01 mol) and benzylamine (2.4 g, 0.022 mol) were dissolved in n-butanol (20 ml) and heated under reflux for 5 hours. The solution was cooled, excess solvent removed in vacuo and the residue treated with water, filtered and crystallised from ethanol/water. The compound was then chromatographed (silica gel, 0.5% methanolic ammonia/chloroform) to afford an oil, which on trituration with ether gave crystals of 2-benzylamino-4-(2-methylphenylamino)... Starting materials: IC (iodomethane), C(CC(O)(C(=O)O)CC(=O)O)(=O)O (citric acid), [H-].[Na+] (sodium hydride), O=C1NC2=NC=CC=C2C=C1C(=O)OCC (ethyl 2-oxo-1,2-dihydro-1,8-naphthyridine-3-carboxylate), [Br-].[Li+] (lithium bromide). Solvent: CN(C=O)C (N,N-dimethylformamide), COCCOC (1,2-dimethoxyethane). Reaction conditions: time 30 minute. The product is CN1C(C(=CC2=CC=CN=C12)C(=O)OCC)=O (ethyl 1-methyl-2-oxo-1,2-dihydro-1,8-naphthyridine-3-carboxylate). Isolated yield 71.0%. RXN SMILES: [O:1]=[C:2]1[C:11]([C:12]([O:14][CH2:15][CH3:16])=[O:13])=[CH:10][C:9]2[C:4](=[N:5][CH:6]=[CH:7][CH:8]=2)[NH:3]1.[H-].[Na+].[Br-].[Li+].IC.[C:23](O)(=O)CC(CC(O)=O)(C(O)=O)O>CN(C)C=O.COCCOC>[CH3:23][N:3]1[C:4]2[C:9](=[CH:8][CH:7]=[CH:6][N:5]=2)[CH:10]=[C:11]([C:12]([O:14][CH2:15][CH3:16])=[O:13])[C:2]1=[O:1] |f:1.2,3.4|. Procedure: 2.2 g (10 mmol) of ethyl 2-oxo-1,2-dihydro-1,8-naphthyridine-3-carboxylate was dissolved in a mixed solvent of N,N-dimethylformamide (50 mL) and 1,2-dimethoxyethane (15 mL), and under a nitrogen gas stream, 0.45 g (11 mmol) of 60% sodium hydride (oily) was added thereto at room temperature. The mixture was further stirred for 30 minutes at room temperature. 3.5 g (40 mmol) of lithium bromide was added to the above mixture under ice cooling, and the resulting mixture was stirred for 30 minutes at... Starting materials: C(CCC)P(C12CC3CC(CC(C1)C3)C2)C23CC1CC(CC(C2)C1)C3 (butyl di-1-adamantylphosphine), BrC1=CC(=CC(=N1)NC1=NC=CC(=C1)C(F)(F)F)C (6-Bromo-4-methyl-N-(4-(trifluoromethyl)pyridin-2-yl)pyridin-2-amine), O[C@]1(C=2C=CC(=CC2CCC1)C(=O)OC)C=1SC=CN1 ((R)-methyl 5-hydroxy-5-(thiazol-2-yl)-5,6,7,8-tetrahydronaphthalene-2-carboxylate), [F-].[Cs+] (cesium fluoride), C(C(C)(C)C)(=O)O (pivalic acid). The reagents and catalysts are CC(=O)[O-].CC(=O)[O-].[Pd+2] (Pd(OAc)2). Solvent: O1CCOCC1 (1,4-dioxane), O1CCOCC1 (1,4-dioxane). Run at time 10 minute. Yields the product O[C@]1(C=2C=CC(=CC2CCC1)C(=O)OC)C=1SC(=CN1)C1=NC(=CC(=C1)C)NC1=NC=CC(=C1)C(F)(F)F ((R)-methyl 5-hydroxy-5-(5-(4-methyl-6-(4-(trifluoromethyl)pyridin-2-ylamino)pyridin-2-yl)thiazol-2-yl)-5,6,7,8-tetrahydronaphthalene-2-carboxylate). Yield: 80.2%. As a reaction SMILES: C(P(C12CC3CC(CC(C3)C1)C2)C12CC3CC(CC(C3)C1)C2)CCC.Br[C:27]1[N:32]=[C:31]([NH:33][C:34]2[CH:39]=[C:38]([C:40]([F:43])([F:42])[F:41])[CH:37]=[CH:36][N:35]=2)[CH:30]=[C:29]([CH3:44])[CH:28]=1.[OH:45][C@:46]1([C:60]2[S:61][CH:62]=[CH:63][N:64]=2)[CH2:55][CH2:54][CH2:53][C:52]2[CH:51]=[C:50]([C:56]([O:58][CH3:59])=[O:57])[CH:49]=[CH:48][C:47]1=2.[F-].[Cs+].C(O)(=O)C(C)(C)C>O1CCOCC1.CC([O-])=O.CC([O-])=O.[Pd+2]>[OH:45][C@:46]1([C:60]2[S:61][C:62]([C:27]3[CH:28]=[C:29]([CH3:44])[CH:30]=[C:31]([NH:33][C:34]4[CH:39]=[C:38]([C:40]([F:43])([F:42])[F:41])[CH:37]=[CH:36][N:35]=4)[N:32]=3)=[CH:63][N:64]=2)[CH2:55][CH2:54][CH2:53][C:52]2[CH:51]=[C:50]([C:56]([O:58][CH3:59])=[O:57])[CH:49]=[CH:48][C:47]1=2 |f:3.4,7.8.9|. Procedure: A suspension of butyl di-1-adamantylphosphine (5.95 g, 16.59 mmol) and Pd(OAc)2 (1.862 g, 8.29 mmol) in 1,4-dioxane (100 mL) was stirred under nitrogen for 10 minutes and a yellow slurry was formed. 6-Bromo-4-methyl-N-(4-(trifluoromethyl)pyridin-2-yl)pyridin-2-amine (17.39 g, 52.4 mmol), (R)-methyl 5-hydroxy-5-(thiazol-2-yl)-5,6,7,8-tetrahydronaphthalene-2-carboxylate (enantiomer 2, 12 g, 41.5 mmol), cesium fluoride (18.90 g, 124 mmol), pivalic acid (7.22 mL, 62.2 mmol) and 1,4-dioxane (50 mL) w... The reactants are C(CCCCCCCCCCCCCCC)NC1=CC=C(C(=O)NS(=O)(=O)C2=CC=C(C=C2)[N+](=O)[O-])C=C1 (p-hexadecylamino-N-(p-nitrophenylsulfonyl)benzamide), [Cl-].[Na+] (sodium chloride). The reagents and catalysts are [Pd] (palladium on carbon). Solvent: O1CCCC1 (tetrahydrofuran). Run at time 22 hour. Yields the product C(CCCCCCCCCCCCCCC)NC1=CC=C(C(=O)NS(=O)(C2=CC=C(C=C2)N)=O)C=C1 (p-Hexadecylamino-N-Sulfanilylbenzamide). As a reaction SMILES: [CH2:1]([NH:17][C:18]1[CH:38]=[CH:37][C:21]([C:22]([NH:24][S:25]([C:28]2[CH:33]=[CH:32][C:31]([N+:34]([O-])=O)=[CH:30][CH:29]=2)(=[O:27])=[O:26])=[O:23])=[CH:20][CH:19]=1)[CH2:2][CH2:3][CH2:4][CH2:5][CH2:6][CH2:7][CH2:8][CH2:9][CH2:10][CH2:11][CH2:12][CH2:13][CH2:14][CH2:15][CH3:16].[Cl-].[Na+]>[Pd].O1CCCC1>[CH2:1]([NH:17][C:18]1[CH:38]=[CH:37][C:21]([C:22]([NH:24][S:25](=[O:26])([C:28]2[CH:33]=[CH:32][C:31]([NH2:34])=[CH:30][CH:29]=2)=[O:27])=[O:23])=[CH:20][CH:19]=1)[CH2:2][CH2:3][CH2:4][CH2:5][CH2:6][CH2:7][CH2:8][CH2:9][CH2:10][CH2:11][CH2:12][CH2:13][CH2:14][CH2:15][CH3:16] |f:1.2|. Reported procedure: A solution of p-hexadecylamino-N-(p-nitrophenylsulfonyl)benzamide in 150 ml. of tetrahydrofuran is hydrogenated in the presence of 0.9 g. of 10% palladium on carbon catalyst at approximately 50 lbs. for 22 hours. The mixture is filtered through a bed of diatomaceous earth and the filtrate is evaporated to an incompletely reduced, off-white solid as indicated by thin layer chromatography on silica gel using chloroform:ethyl acetate:acetic acid 95:4:1 as solvent. The product is hydrogenated again ... Reactants: CCO, ClCCN1CCOCC1, Cl, [Na+], [OH-], Oc1cccc2ccccc12. Yields the product c1ccc2c(OCCN3CCOCC3)cccc2c1. As a reaction SMILES: [CH3:24][CH2:25][OH:26].[Cl:13][CH2:14][CH2:15][N:16]1[CH2:17][CH2:18][O:19][CH2:20][CH2:21]1.[ClH:12].[Na+:23].[OH-:22].[OH:1][c:2]1[cH:3][cH:4][cH:5][c:6]2[cH:7][cH:8][cH:9][cH:10][c:11]12>>[O:1]([c:2]1[cH:3][cH:4][cH:5][c:6]2[cH:7][cH:8][cH:9][cH:10][c:11]12)[CH2:14][CH2:15][N:16]1[CH2:17][CH2:18][O:19][CH2:20][CH2:21]1. Reactants: C1(=CC=C(OC)C=C1)C(=O)C(=O)C1=CC=C(OC)C=C1 (anisil), Cl.NNC(=O)N (semicarbazide hydrochloride), C(C)(=O)[O-].[Na+] (sodium acetate), C(C)(=O)O (acetic acid). The solvent is O (water). Product: OC=1N=NC(=C(N1)C1=CC=C(C=C1)OC)C1=CC=C(C=C1)OC (3-Hydroxy-5,6-bis(4-methoxyphenyl)-1,2,4-triazine). As a reaction SMILES: [C:1]1([C:9]([C:11]([C:13]2[CH:20]=[CH:19][C:16]([O:17][CH3:18])=[CH:15][CH:14]=2)=O)=O)[CH:8]=[CH:7][C:4]([O:5][CH3:6])=[CH:3][CH:2]=1.Cl.[NH2:22][NH:23][C:24]([NH2:26])=[O:25].C([O-])(=O)C.[Na+].C(O)(=O)C>O>[OH:25][C:24]1[N:23]=[N:22][C:11]([C:13]2[CH:20]=[CH:19][C:16]([O:17][CH3:18])=[CH:15][CH:14]=2)=[C:9]([C:1]2[CH:8]=[CH:7][C:4]([O:5][CH3:6])=[CH:3][CH:2]=2)[N:26]=1 |f:1.2,3.4|. Procedure details: Two moles, 540 g., of anisil (4,4'-dimethoxybenzil), 222 g. (2 moles) of semicarbazide hydrochloride, 180 g. (2.2 moles) of sodium acetate and 2.5 liters of acetic acid were refluxed overnight. The cooled reaction mixture was poured into 5 liters of water. The crude solid product was collected by filtration, washed with water and recrystallized from acetic acid. The yield was 434 g. of 3-hydroxy-5,6-bis(4-methoxyphenyl)-1,2,4-triazine, mp about 272°-274°C. Reactants: N#CCBr, O=C([O-])[O-], Oc1cccc2c1c1cccc(F)c1n2Cc1ccccc1, [K+], [K+], CN(C)C=O. Product: N#CCOc1cccc2c1c1cccc(F)c1n2Cc1ccccc1. RXN SMILES: [Br:29][CH2:30][C:31]#[N:32].[C:23](=[O:24])([O-:25])[O-:26].[CH2:1]([c:2]1[cH:3][cH:4][cH:5][cH:6][cH:7]1)[n:8]1[c:9]2[c:10]([F:22])[cH:11][cH:12][cH:13][c:14]2[c:15]2[c:16]([OH:21])[cH:17][cH:18][cH:19][c:20]12.[K+:27].[K+:28].[O:33]=[CH:34][N:35]([CH3:36])[CH3:37]>>[CH2:1]([c:2]1[cH:3][cH:4][cH:5][cH:6][cH:7]1)[n:8]1[c:9]2[c:10]([F:22])[cH:11][cH:12][cH:13][c:14]2[c:15]2[c:16]([O:21][CH2:30][C:31]#[N:32])[cH:17][cH:18][cH:19][c:20]12.